From a dataset of the Open Reaction Database (ORD), a public repository of structured organic reaction records. describe an organic reaction: reactants, conditions, products, and yield The product is [Si](C)(C)(C(C)(C)C)O[C@H](C)[C@@H]1[C@H]2[C@H](C(=C(N2C1=O)C(=O)OCC=C)SC)C (allyl (4R,5S,6S)-6-[(1R)-1-(tert-butyldimethylsilyloxy)ethyl]-4-methyl-3-methylthio-7-oxo-1-azabicyclo[3.2.0]hept-2-ene-2-carboxylate). The yield is 86.5%. Starting materials: C(C=C)OC(=O)C(=P(C1=CC=CC=C1)(C1=CC=CC=C1)C1=CC=CC=C1)N1C([C@@H]([C@H]1[C@@H](C)C(=S)SC)[C@@H](C)O[Si](C)(C)C(C)(C)C)=O ((3S,4S)-1-[1-(allyloxycarbonyl)-1-(triphenylphosphoranediyl)methyl]-3-[(1R)-1-(tert-butyldimethylsilyloxy)ethyl]-4-[(1R)-1-{(methylthio)thiocarbonyl}ethyl]-2-oxoazetidine). Reaction SMILES: [CH2:1]([O:4][C:5]([C:7]([N:27]1[C@H:30]([C@H:31]([C:33]([S:35][CH3:36])=S)[CH3:32])[C@@H:29]([C@H:37]([O:39][Si:40]([C:43]([CH3:46])([CH3:45])[CH3:44])([CH3:42])[CH3:41])[CH3:38])[C:28]1=[O:47])=P(C1C=CC=CC=1)(C1C=CC=CC=1)C1C=CC=CC=1)=[O:6])[CH:2]=[CH2:3]>C1(C)C=CC=CC=1>[Si:40]([O:39][C@@H:37]([C@H:29]1[C:28](=[O:47])[N:27]2[C@@H:30]1[C@@H:31]([CH3:32])[C:33]([S:35][CH3:36])=[C:7]2[C:5]([O:4][CH2:1][CH:2]=[CH2:3])=[O:6])[CH3:38])([C:43]([CH3:45])([CH3:44])[CH3:46])([CH3:41])[CH3:42]. Run in C1(=CC=CC=C1)C (toluene). Procedure: A solution of (3S,4S)-1-[1-(allyloxycarbonyl)-1-(triphenylphosphoranediyl)methyl]-3-[(1R)-1-(tert-butyldimethylsilyloxy)ethyl]-4-[(1R)-1-{(methylthio)thiocarbonyl}ethyl]-2-oxoazetidine (325 mg) in toluene (3 ml) was heated under reflux for 4.5 hours. The solvent was removed under reduced pressure and the residue was purified by silica gel column chromatography [ethyl acetate-hexane (1:3, V/V)] to afford allyl (4R,5S,6S)-6-[(1R)-1-(tert-butyldimethylsilyloxy)ethyl]-4-methyl-3-methylthio-7-oxo-1-a... Run in C(CCC)(=O)OC(CCC)=O (n-butyric anhydride), OS(=O)(=O)O (H2SO4). Reaction SMILES: [OH:1][C:2]1[CH:3]=[C:4]([CH2:9][CH2:10][NH:11][C:12]([C:14]23[CH2:23][CH:18]4[CH2:19][CH:20]([CH2:22][C:16]([C:24]5[CH:29]=[CH:28][C:27]([Cl:30])=[CH:26][CH:25]=5)([CH2:17]4)[CH2:15]2)[CH2:21]3)=[O:13])[CH:5]=[CH:6][C:7]=1[OH:8]>C(OC(=O)CCC)(=O)CCC.OS(O)(=O)=O>[C:2]([O:8][C:7]1[CH:6]=[CH:5][C:4]([CH2:9][CH2:10][NH:11][C:12]([C:14]23[CH2:21][CH:20]4[CH2:19][CH:18]([CH2:17][C:16]([C:24]5[CH:25]=[CH:26][C:27]([Cl:30])=[CH:28][CH:29]=5)([CH2:22]4)[CH2:15]2)[CH2:23]3)=[O:13])=[CH:3][C:2]=1[O:1][C:12](=[O:13])[CH2:14][CH2:15][CH3:16])(=[O:1])[CH2:7][CH2:6][CH3:5]. Yields the product C(CCC)(=O)OC1=C(C=C(C=C1)CCNC(=O)C12CC3(CC(CC(C1)C3)C2)C2=CC=C(C=C2)Cl)OC(CCC)=O (butyric acid 2-butyryloxy-5-(2-{[3-(4-chlorophenyl)adamantane-1-carbonyl]amino}ethyl)phenyl ester). Run at time 3 day. Reported procedure: Compound 1 was dissolved in n-butyric anhydride with a catalytic amount of 98% H2SO4 and stirred under N2 for 3 days at room temperature. The solution was then concentrated under a vacuum and filtered to give the product Compound 4, with a melting point of 78-80° C. 1H NMR (500 MHz, CDCl3) δ 1.03-1.08 (m, 6H, 2CH3), 1.74 (m, 2H, Admant-H), 1.75-1.87 (m, 12H, 2CH2, Admant-H), 1.93 (s, 2H, Admant-H), 2.26 (m, 2H, Admant-H), 2.49-2.55 (m, 4H, 2COCH2), 2.82-2.85 (t, J=7.5 Hz, 2H, CH2), 3.50-3.54 (q,... Starting materials: OC=1C=C(C=CC1O)CCNC(=O)C12CC3(CC(CC(C1)C3)C2)C2=CC=C(C=C2)Cl (3-(4-chlorophenyl)adamantane-1-carboxylic acid [2-(3,4-dihydroxyphenyl)ethyl]amide).